Dataset: the Open Reaction Database (ORD), a public repository of structured organic reaction records. Task: describe an organic reaction: reactants, conditions, products, and yield Reactants: O=C([O-])O, CCOC(C)=O, CC(C)CC1CC(n2nnc(C(CCO)CC(=O)OC(C)(C)C)c2C2CC2)C1, ClC(Cl)Cl, [Na+]. The product is CC(C)CC1CC(n2nnc(C(CC=O)CC(=O)OC(C)(C)C)c2C2CC2)C1. RXN SMILES: [C:33](=[O:34])([OH:35])[O-:36].[CH3:38][CH2:39][O:40][C:41](=[O:42])[CH3:43].[CH:1]1([c:4]2[c:5]([CH:17]([CH2:18][C:19](=[O:20])[O:21][C:22]([CH3:23])([CH3:24])[CH3:25])[CH2:26][CH2:27][OH:28])[n:6][n:7][n:8]2[CH:9]2[CH2:10][CH:11]([CH2:13][CH:14]([CH3:15])[CH3:16])[CH2:12]2)[CH2:2][CH2:3]1.[CH:29]([Cl:30])([Cl:31])[Cl:32].[Na+:37]>>[CH:1]1([c:4]2[c:5]([CH:17]([CH2:18][C:19](=[O:20])[O:21][C:22]([CH3:23])([CH3:24])[CH3:25])[CH2:26][CH:27]=[O:28])[n:6][n:7][n:8]2[CH:9]2[CH2:10][CH:11]([CH2:13][CH:14]([CH3:15])[CH3:16])[CH2:12]2)[CH2:2][CH2:3]1. The reactants are C(C)(=O)Cl (acetyl chloride), ice water, NC1=NC=C(C=C1)[N+](=O)[O-] (2-amino-5-nitropyridine), N1=CC=CC=C1 (pyridine), C(C)(=O)Cl (acetyl chloride). The solvent is O1CCCC1 (tetrahydrofuran). Conditions: time 1 hour. Yields the product [N+](=O)([O-])C=1C=CC(=NC1)NC(C)=O (N-(5-Nitropyridin-2-yl)acetamide). RXN SMILES: [NH2:1][C:2]1[CH:7]=[CH:6][C:5]([N+:8]([O-:10])=[O:9])=[CH:4][N:3]=1.N1C=CC=CC=1.[C:17](Cl)(=[O:19])[CH3:18]>O1CCCC1>[N+:8]([C:5]1[CH:6]=[CH:7][C:2]([NH:1][C:17](=[O:19])[CH3:18])=[N:3][CH:4]=1)([O-:10])=[O:9]. Reported procedure: To a solution of 2-amino-5-nitropyridine (13.9 g, 100 mmol) and pyridine (24 ml, 300 mmol) in tetrahydrofuran (300 ml) was added dropwise acetyl chloride (10.7 ml, 150 mmol) with ice-cooling, the mixture was stirred at room temperature for 1 hour. To the mixture was added dropwise acetyl chloride (10.7 ml, 150 mmol) and the mixture was stirred at room temperature for 1 hour. The reaction mixture was poured into ice-water and the desired product (14.5 g, 80.1%) as a solid was collected by filtrat... Reactants: C=O, CC(=O)O, ClCCl, O=C(N1CCNCC1)C1(c2ccc(OCCCN3CCCOCC3)cc2)CCOCC1. The product is CN1CCN(C(=O)C2(c3ccc(OCCCN4CCCOCC4)cc3)CCOCC2)CC1. Reaction SMILES: [CH2:32]=[O:33].[CH3:34][C:35](=[O:36])[OH:37].[Cl:38][CH2:39][Cl:40].[N:1]1([C:7](=[O:8])[C:9]2([c:15]3[cH:16][cH:17][c:18]([O:19][CH2:20][CH2:21][CH2:22][N:23]4[CH2:24][CH2:25][O:26][CH2:27][CH2:28][CH2:29]4)[cH:30][cH:31]3)[CH2:10][CH2:11][O:12][CH2:13][CH2:14]2)[CH2:2][CH2:3][NH:4][CH2:5][CH2:6]1>>[N:1]1([C:7](=[O:8])[C:9]2([c:15]3[cH:16][cH:17][c:18]([O:19][CH2:20][CH2:21][CH2:22][N:23]4[CH2:24][CH2:25][O:26][CH2:27][CH2:28][CH2:29]4)[cH:30][cH:31]3)[CH2:10][CH2:11][O:12][CH2:13][CH2:14]2)[CH2:2][CH2:3][N:4]([CH3:34])[CH2:5][CH2:6]1. Reactants: [Al+3], CCOC(=O)C1CC2(C)C(C)CC1N(C)C2C, [H-], [H-], [H-], [H-], [Li+]. Yields the product CC1CC2C(CO)CC1(C)C(C)N2C. As a reaction SMILES: [Al+3:19].[CH3:1][N:2]1[CH:3]2[CH:4]([C:13](=[O:14])[O:15][CH2:16][CH3:17])[CH2:5][C:6]([CH3:12])([CH:7]1[CH3:8])[CH:9]([CH3:11])[CH2:10]2.[H-:18].[H-:21].[H-:22].[H-:23].[Li+:20]>>[CH3:1][N:2]1[CH:3]2[CH:4]([CH2:13][OH:14])[CH2:5][C:6]([CH3:12])([CH:7]1[CH3:8])[CH:9]([CH3:11])[CH2:10]2. RXN SMILES: [CH2:1]([O:8][C@@H:9]1[C@@H:17]([CH:18]=[O:19])[O:16][C@H:15]2[C@H:11]([N:12]=[C:13]([N:20]([CH3:28])[C:21](=[O:27])[O:22][C:23]([CH3:26])([CH3:25])[CH3:24])[S:14]2)[C@H:10]1[F:29])[C:2]1[CH:7]=[CH:6][CH:5]=[CH:4][CH:3]=1.C[Mg+].[Br-].[CH3:33]C(OC(OC(OC(C)(C)C)=O)=O)(C)C>C1COCC1>[CH2:1]([O:8][C@@H:9]1[C@@H:17]([CH:18]([OH:19])[CH3:33])[O:16][C@H:15]2[C@H:11]([N:12]=[C:13]([N:20]([CH3:28])[C:21](=[O:27])[O:22][C:23]([CH3:24])([CH3:25])[CH3:26])[S:14]2)[C@H:10]1[F:29])[C:2]1[CH:3]=[CH:4][CH:5]=[CH:6][CH:7]=1 |f:1.2|. The yield is 79.5%. Conditions: time 3 hour. Starting materials: C(C1=CC=CC=C1)O[C@H]1[C@@H]([C@H]2N=C(S[C@H]2O[C@@H]1C=O)N(C(OC(C)(C)C)=O)C)F (tert-butyl ((3aR,5S,6R,7R,7aR)-6-(benzyloxy)-7-fluoro-5-formyl-5,6,7,7a-tetrahydro-3aH-pyrano[3,2-d]thiazol-2-yl)(methyl)carbamate), C[Mg+].[Br-] (MeMgBr), CC(C)(C)OC(=O)OC(=O)OC(C)(C)C (Boc2O). Procedure details: To a solution of tert-butyl ((3aR,5S,6R,7R,7aR)-6-(benzyloxy)-7-fluoro-5-formyl-5,6,7,7a-tetrahydro-3aH-pyrano[3,2-d]thiazol-2-yl)(methyl)carbamate (0.930 g, 2.19 mmol) in anhydrous THF (15 mL), at 0° C. and under N2, was added MeMgBr (1.4 M in THF/toluene, 3.0 mL, 5.2 mmol). After addition the mixture was stirred at room temperature for 3 h. The reaction was quenched with saturated aqueous NaHCO3 solution (30 mL), and then extracted with EtOAc (3×30 mL). The combined extract was dried over anhy... Yields the product C(C1=CC=CC=C1)O[C@H]1[C@@H]([C@H]2N=C(S[C@H]2O[C@@H]1C(C)O)N(C(OC(C)(C)C)=O)C)F (tert-butyl ((3aR,5R,6R,7R,7aR)-6-(benzyloxy)-7-fluoro-5-(1-hydroxyethyl)-5,6,7,7a-tetrahydro-3aH-pyrano[3,2-d]thiazol-2-yl)(methyl)carbamate). Run in C1CCOC1 (THF).